From a dataset of the Open Reaction Database (ORD), a public repository of structured organic reaction records. describe an organic reaction: reactants, conditions, products, and yield The reactants are COC(=O)CBr, Cc1ccccc1, CC(c1ccc(Cl)cc1Cl)C(O)(c1cc[nH]c(=O)c1)C(F)(F)F. The product is COC(=O)COc1cc(C(O)(C(C)c2ccc(Cl)cc2Cl)C(F)(F)F)ccn1. As a reaction SMILES: [CH3:24][O:25][C:26]([CH2:27][Br:28])=[O:29].[CH3:30][c:31]1[cH:32][cH:33][cH:34][cH:35][cH:36]1.[Cl:1][c:2]1[c:3]([CH:9]([C:10]([C:11]([F:12])([F:13])[F:14])([OH:15])[c:16]2[cH:17][c:18](=[O:22])[nH:19][cH:20][cH:21]2)[CH3:23])[cH:4][cH:5][c:6]([Cl:8])[cH:7]1>>[Cl:1][c:2]1[c:3]([CH:9]([C:10]([C:11]([F:12])([F:13])[F:14])([OH:15])[c:16]2[cH:17][c:18]([O:22][CH2:27][C:26]([O:25][CH3:24])=[O:29])[n:19][cH:20][cH:21]2)[CH3:23])[cH:4][cH:5][c:6]([Cl:8])[cH:7]1. Starting materials: CCCP(=O)=O (Propylphosphonic anhydride), N(=[N+]=[N-])C1CC(CC(OC1)C1=C(C=NN1C)[N+](=O)[O-])(F)F (5-(6-azido-4,4-difluoro-oxepan-2-yl)-1-methyl-4-nitro-pyrazole), [Cl-].[NH4+] (ammonium chloride), NC1=C(N=C(S1)C1=C(C=CC=C1F)F)C(=O)O (5-amino-2-(2,6-difluorophenyl)thiazole-4-carboxylic acid), CCN(C(C)C)C(C)C (DIPEA). Reagents/catalysts: [Fe] (iron). The solvent is CCO (EtOH), O (water). Run at temperature 80 celsius, time 16 hour. Product: NC1=C(N=C(S1)C1=C(C=CC=C1F)F)C(=O)NC=1C=NN(C1C1OCC(CC(C1)(F)F)N)C (5-amino-N-[5-(6-amino-4,4-difluoro-oxepan-2-yl)-1-methyl-pyrazol-4-yl]-2-(2,6-difluorophenyl)thiazole-4-carboxamide). Reaction SMILES: [N:1]([CH:4]1[CH2:10][O:9][CH:8]([C:11]2[N:15]([CH3:16])[N:14]=[CH:13][C:12]=2[N+:17]([O-])=O)[CH2:7][C:6]([F:21])([F:20])[CH2:5]1)=[N+]=[N-].[Cl-].[NH4+].[NH2:24][C:25]1[S:29][C:28]([C:30]2[C:35]([F:36])=[CH:34][CH:33]=[CH:32][C:31]=2[F:37])=[N:27][C:26]=1[C:38](O)=[O:39].CCN(C(C)C)C(C)C.CCCP(=O)=O>CCO.[Fe].O>[NH2:24][C:25]1[S:29][C:28]([C:30]2[C:35]([F:36])=[CH:34][CH:33]=[CH:32][C:31]=2[F:37])=[N:27][C:26]=1[C:38]([NH:17][C:12]1[CH:13]=[N:14][N:15]([CH3:16])[C:11]=1[CH:8]1[CH2:7][C:6]([F:21])([F:20])[CH2:5][CH:4]([NH2:1])[CH2:10][O:9]1)=[O:39] |f:1.2|. Procedure: To a solution of 5-(6-azido-4,4-difluoro-oxepan-2-yl)-1-methyl-4-nitro-pyrazole (264 mg, 0.87 mmol) in EtOH (8.8 mL) was added ammonium chloride (360 mg 6.73 mmol) water (0.88 mL) and iron powder (51 mg, 0.91 mmol). The reaction mixture was heated at 80° C. for 16 hr and then cooled to room temperature. The crude slurry was filtered through Celite® washing with DCM (200 mL). The solution was passed through a phase separation cartridge and concentrated under reduced pressure. The residue was diss... The reactants are CCOC(=O)Cc1cnnc(-c2ccc(C(CC)(CC)c3ccc(CCC(O)C(C)(C)C)c(C)c3)cc2C)c1, CO, Cl, [Na+], [OH-]. Product: CCC(CC)(c1ccc(CCC(O)C(C)(C)C)c(C)c1)c1ccc(-c2cc(C)cnn2)c(C)c1. As a reaction SMILES: [CH2:3]([O:4][C:5](=[O:6])[CH2:7][c:8]1[cH:9][n:10][n:11][c:12](-[c:14]2[c:15]([CH3:40])[cH:16][c:17]([C:20]([CH2:21][CH3:22])([c:23]3[cH:24][c:25]([CH3:37])[c:26]([CH2:29][CH2:30][CH:31]([C:32]([CH3:33])([CH3:34])[CH3:35])[OH:36])[cH:27][cH:28]3)[CH2:38][CH3:39])[cH:18][cH:19]2)[cH:13]1)[CH3:41].[CH3:43][OH:44].[ClH:42].[Na+:2].[OH-:1]>>[CH3:7][c:8]1[cH:9][n:10][n:11][c:12](-[c:14]2[c:15]([CH3:40])[cH:16][c:17]([C:20]([CH2:21][CH3:22])([c:23]3[cH:24][c:25]([CH3:37])[c:26]([CH2:29][CH2:30][CH:31]([C:32]([CH3:33])([CH3:34])[CH3:35])[OH:36])[cH:27][cH:28]3)[CH2:38][CH3:39])[cH:18][cH:19]2)[cH:13]1. Starting materials: Cl.CN(CCCN=C=NCC)C (1-[3-(dimethylamino)propyl]-3-ethylcarbodiimide hydrochloride), ClC1=C(OC=2C(=NC=CC2)OCC(=O)O)C=C(C(=C1)F)N1C(N(C(=CC1=O)C(F)(F)F)C)=O ([3-{2-chloro-4-fluoro-5-[3-methyl-2,6-dioxo-4-(trifluoromethyl)-1,2,3,6-tetrahydropyrimidin-1-yl]phenoxy}-2-pyridyloxy]acetic acid), C(CO)(=O)OC (methyl glycolate), CN(C=O)C (N,N-dimethylformamide). Run in O (water). Run at time 1.5 hour. Yields the product ClC1=C(OC=2C(=NC=CC2)OCC(=O)OCC(=O)OC)C=C(C(=C1)F)N1C(N(C(=CC1=O)C(F)(F)F)C)=O (methyl [3-{2-chloro-4-fluoro-5-[3-methyl-2,6-dioxo-4-(trifluoromethyl)-1,2,3,6-tetrahydropyrimidin-1-yl]phenoxy}-2-pyridyloxy]acetoxyacetate). Yield: 52.3%. As a reaction SMILES: Cl.CN(C)CCCN=C=NCC.[Cl:13][C:14]1[CH:31]=[C:30]([F:32])[C:29]([N:33]2[C:38](=[O:39])[CH:37]=[C:36]([C:40]([F:43])([F:42])[F:41])[N:35]([CH3:44])[C:34]2=[O:45])=[CH:28][C:15]=1[O:16][C:17]1[C:18]([O:23][CH2:24][C:25]([OH:27])=[O:26])=[N:19][CH:20]=[CH:21][CH:22]=1.[C:46]([O:50][CH3:51])(=[O:49])[CH2:47]O.CN(C)C=O>O>[Cl:13][C:14]1[CH:31]=[C:30]([F:32])[C:29]([N:33]2[C:38](=[O:39])[CH:37]=[C:36]([C:40]([F:43])([F:42])[F:41])[N:35]([CH3:44])[C:34]2=[O:45])=[CH:28][C:15]=1[O:16][C:17]1[C:18]([O:23][CH2:24][C:25]([O:27][CH2:47][C:46]([O:50][CH3:51])=[O:49])=[O:26])=[N:19][CH:20]=[CH:21][CH:22]=1 |f:0.1|. Procedure: First, 0.13 g of 1-[3-(dimethylamino)propyl]-3-ethylcarbodiimide hydrochloride was added to a mixture of 0.30 g of [3-{2-chloro-4-fluoro-5-[3-methyl-2,6-dioxo-4-(trifluoromethyl)-1,2,3,6-tetrahydropyrimidin-1-yl]phenoxy}-2-pyridyloxy]acetic acid (compound a-2), 60 mg of methyl glycolate, and 2 ml of N,N-dimethylformamide at room temperature, and the mixture was stirred for 1.5 hours. The mixture was poured into water, and the mixture was extracted with ethyl acetate. The organic layer was dried ... Reactants: NC1=CC=C(C#N)C=C1 (p-aminobenzonitrile), C(CCCCC)C1=CC=C(C=O)C=C1 (p-n-hexylbenzaldehyde), C1(=CC=C(C=C1)S(=O)(=O)O)C (p-toluenesulfonic acid). Run in C1=CC=CC=C1 (benzene). Product: C(CCCCC)C1=CC=C(C=NC2=CC=C(C#N)C=C2)C=C1 (p-[(p-n-hexylbenzyliden)amino]benzonitrile). Reaction SMILES: [NH2:1][C:2]1[CH:9]=[CH:8][C:5]([C:6]#[N:7])=[CH:4][CH:3]=1.[CH2:10]([C:16]1[CH:23]=[CH:22][C:19]([CH:20]=O)=[CH:18][CH:17]=1)[CH2:11][CH2:12][CH2:13][CH2:14][CH3:15].C1(C)C=CC(S(O)(=O)=O)=CC=1>C1C=CC=CC=1>[CH2:10]([C:16]1[CH:23]=[CH:22][C:19]([CH:20]=[N:1][C:2]2[CH:9]=[CH:8][C:5]([C:6]#[N:7])=[CH:4][CH:3]=2)=[CH:18][CH:17]=1)[CH2:11][CH2:12][CH2:13][CH2:14][CH3:15]. Procedure details: A mixture of 5.9 g. of p-aminobenzonitrile and 9.5 g. of p-n-hexylbenzaldehyde in 100 ml. of benzene is treated with 150 mg. of p-toluenesulfonic acid and reacted as described in Example 1. After evaporation, there remain 14.4 g. of a brownish oil which crystallizes with cooling. Purification is carried out by several recrystallizations from isopropanol as described in Example 1. The p-[(p-n-hexylbenzyliden)amino]benzonitrile which is obtained has a melting point of 32.2°-33.0° C. and a clearing... Reactants: ClC1=C(C=O)C(=CC=C1)Cl (2,6-dichlorobenzaldehyde), C(C)(=O)OCC (ethyl acetate), CC(=O)C (acetone), [OH-].[Na+] (sodium hydroxide), O (water). Conditions: time 2 hour. The product is ClC1=C(C(=CC=C1)Cl)/C=C/C(C)=O ((E)-4-(2,6-dichlorophenyl)-3-buten-2-one). Reaction SMILES: [Cl:1][C:2]1[CH:9]=[CH:8][CH:7]=[C:6]([Cl:10])[C:3]=1[CH:4]=O.[OH-].[Na+].O.C(OCC)(=O)C.[CH3:20][C:21]([CH3:23])=[O:22]>>[Cl:1][C:2]1[CH:9]=[CH:8][CH:7]=[C:6]([Cl:10])[C:3]=1/[CH:4]=[CH:20]/[C:21](=[O:22])[CH3:23] |f:1.2|. Procedure details: In a 250 ml single neck flask was charged 10 g (57 mmoles, 1.0 eq) of 2,6-dichlorobenzaldehyde dissolved in 100 ml of acetone. To this was added 2.28 g (5.7 mmoles, 0. 10eq.) of a 10% aqueous sodium hydroxide solution, dropwise and during the course of addition, temperature was kept no higher than 25°C., while the mixture was agitated continuously for 2 h. To the mixture was added 50 ml of water, followed by 100 ml of ethyl acetate, the phases were separated and the organic phase was washed with...